This data is from the Open Reaction Database (ORD), a public repository of structured organic reaction records. The task is: describe an organic reaction: reactants, conditions, products, and yield Starting materials: C(C1=CC=NC=C1)(=O)O (isonicotinic acid), C1(=CC=CC=C1)C(C1=CC=2C(=CN=CC2)N1)N (1-phenyl-1-(1H-pyrrolo[2,3-c]pyridin-2-yl)methylamine). Product: C1(=CC=CC=C1)C(NC(C1=CC=NC=C1)=O)C1=CC=2C(=CN=CC2)N1 (N-[phenyl(1H-pyrrolo[2,3-c]pyridin-2-yl)methyl]isonicotinamide). The yield is 44.0%. RXN SMILES: [C:1]([OH:9])(=O)[C:2]1[CH:7]=[CH:6][N:5]=[CH:4][CH:3]=1.[C:10]1([CH:16]([NH2:26])[C:17]2[NH:25][C:20]3=[CH:21][N:22]=[CH:23][CH:24]=[C:19]3[CH:18]=2)[CH:15]=[CH:14][CH:13]=[CH:12][CH:11]=1>>[C:10]1([CH:16]([C:17]2[NH:25][C:20]3=[CH:21][N:22]=[CH:23][CH:24]=[C:19]3[CH:18]=2)[NH:26][C:1](=[O:9])[C:2]2[CH:3]=[CH:4][N:5]=[CH:6][CH:7]=2)[CH:11]=[CH:12][CH:13]=[CH:14][CH:15]=1. Procedure: Using the procedure described for Example 43 with isonicotinic acid at room temperature, the reaction was stopped once 1-phenyl-1-(1H-pyrrolo[2,3-c]pyridin-2-yl)methylamine was consumed as judged by TLC analysis. Upon addition of water a solid precipitated. The solid was collected by filtration and dried to provide N-[phenyl(1H-pyrrolo[2,3-c]pyridin-2-yl)methyl]isonicotinamide (58 mg, 44%) as an off-white solid: mp 182-192° C.; 1H NMR (300 MHz, CD3OD) δ6.34 (1H, s), 6.67 (1H, s), 7.30-7.55 (7H, ...